From a dataset of the Open Reaction Database (ORD), a public repository of structured organic reaction records. describe an organic reaction: reactants, conditions, products, and yield Reactants: C(/C1=CC=CC=C1)=C/1\C(=CC(N1)=O)OC(CCC)=O ((Z)-5-Benzylidene-4-butyryloxy-3-pyrrolin-2-one). The reagents and catalysts are [Pd] (palladium). Run in C1(=CC=CC=C1)C (toluene). Product: C(C1=CC=CC=C1)C1C(CC(N1)=O)OC(CCC)=O ((4RS,5RS)-5-Benzyl-4-butyryloxypyrrolidin-2-one). RXN SMILES: [CH:1](=[C:8]1/[C:9]([O:14][C:15](=[O:19])[CH2:16][CH2:17][CH3:18])=[CH:10][C:11](=[O:13])[NH:12]/1)\[C:2]1[CH:7]=[CH:6][CH:5]=[CH:4][CH:3]=1>C1(C)C=CC=CC=1.[Pd]>[CH2:1]([CH:8]1[NH:12][C:11](=[O:13])[CH2:10][CH:9]1[O:14][C:15](=[O:19])[CH2:16][CH2:17][CH3:18])[C:2]1[CH:3]=[CH:4][CH:5]=[CH:6][CH:7]=1. Reported procedure: 46.66 g of (Z)-5-benzylidene-4-butyryloxy-3-pyrrolin-2-one (produced according to Example 8) was suspended in 467 ml of toluene and hydrogenated for 28 hours with 4.67 g of palladium/activated carbon (5 percent of Pd) in an autoclave at room temperature and 2 MPa (20 bar). Then the catalyst was filtered off and the filtrate was concentrated by evaporation in a vacuum. The residue was recrystallized from diisopropyl ether. The yield of the title compound was 32.88 percent (69 percent of theory). ... Reactants: FC=1C=C(C=C(C1)F)[C@H](CCC(C(=O)OCC)(C)C)NCC=1C=NC2=CC3=C(C=C2C1)C[C@]1(C(NC2=NC=CC=C21)=O)C3 (ethyl (5S)-5-(3,5-difluorophenyl)-2,2-dimethyl-5-({[(7S)-2′-oxo-1′,2′,6,8-tetrahydrospiro[cyclopenta[g]quinoline-7,3′-pyrrolo[2,3-b]pyridin]-3-yl]methyl}amino)pentanoate), xylenes HOAc. Run in C(Cl)(Cl)Cl (chloroform). Reaction conditions: temperature 140 celsius. Product: FC=1C=C(C=C(C1)F)[C@@H]1CCC(C(N1CC=1C=NC2=CC3=C(C=C2C1)C[C@]1(C(NC2=NC=CC=C21)=O)C3)=O)(C)C ((7S)-3-{[(6S)-6-(3,5-Difluorophenyl)-3,3-dimethyl-2-oxopiperidin-1-yl]methyl}-6,8-dihydrospiro[cyclopenta[g]quinoline-7,3′-pyrrolo[2,3-b]pyridin]-2′(1′H)-one). RXN SMILES: [F:1][C:2]1[CH:3]=[C:4]([C@@H:9]([NH:20][CH2:21][C:22]2[CH:23]=[N:24][C:25]3[C:30]([CH:31]=2)=[CH:29][C:28]2[CH2:32][C@:33]4([CH2:43][C:27]=2[CH:26]=3)[C:41]2[C:36](=[N:37][CH:38]=[CH:39][CH:40]=2)[NH:35][C:34]4=[O:42])[CH2:10][CH2:11][C:12]([CH3:19])([CH3:18])[C:13](OCC)=[O:14])[CH:5]=[C:6]([F:8])[CH:7]=1>C(Cl)(Cl)Cl>[F:1][C:2]1[CH:3]=[C:4]([C@H:9]2[N:20]([CH2:21][C:22]3[CH:23]=[N:24][C:25]4[C:30]([CH:31]=3)=[CH:29][C:28]3[CH2:32][C@:33]5([CH2:43][C:27]=3[CH:26]=4)[C:41]3[C:36](=[N:37][CH:38]=[CH:39][CH:40]=3)[NH:35][C:34]5=[O:42])[C:13](=[O:14])[C:12]([CH3:19])([CH3:18])[CH2:11][CH2:10]2)[CH:5]=[C:6]([F:8])[CH:7]=1. Procedure: A solution of ethyl (5S)-5-(3,5-difluorophenyl)-2,2-dimethyl-5-({[(7S)-2′-oxo-1′,2′,6,8-tetrahydrospiro[cyclopenta[g]quinoline-7,3′-pyrrolo[2,3-b]pyridin]-3-yl]methyl}amino)pentanoate from Step B (131 mg, 0.224 mmol) in a 90/10 mixture of xylenes/HOAc (20 mL) was heated to 140° C. for ˜22 hours. After allowing the reaction mixture to cool, the bulk of the solvent was removed in vacuo to give a residue. This residue was diluted with chloroform (50 mL) and washed with saturated sodium bicarbonate ... Reactants: COC(=O)c1cnc(N2CCc3[nH]c4ccc(N)cc4c3C2)nc1, CS(=O)(=O)Cl, CN(C)c1ccncc1, ClCCl. Yields the product COC(=O)c1cnc(N2CCc3[nH]c4ccc(N(C)[SH](=O)=O)cc4c3C2)nc1. As a reaction SMILES: [CH3:1][O:2][C:3](=[O:4])[c:5]1[cH:6][n:7][c:8]([N:11]2[CH2:12][c:13]3[c:14]([nH:15][c:16]4[cH:17][cH:18][c:19]([NH2:22])[cH:20][c:21]34)[CH2:23][CH2:24]2)[n:9][cH:10]1.[CH3:25][S:26]([Cl:27])(=[O:28])=[O:29].[CH3:33][N:34]([CH3:35])[c:36]1[cH:37][cH:38][n:39][cH:40][cH:41]1.[Cl:30][CH2:31][Cl:32]>>[CH3:1][O:2][C:3](=[O:4])[c:5]1[cH:6][n:7][c:8]([N:11]2[CH2:12][c:13]3[c:14]([nH:15][c:16]4[cH:17][cH:18][c:19]([N:22]([SH:26](=[O:28])=[O:29])[CH3:31])[cH:20][c:21]34)[CH2:23][CH2:24]2)[n:9][cH:10]1. Reactants: Cl (hydrochloric acid), C([O-])(O)=O.[Na+] (sodium bicarbonate), FC(C(=O)NN)(C(F)(F)F)F (N-(perfluoropropionyl)hydrazine), [N+](=O)([O-])C(CCC(=O)Cl)([N+](=O)[O-])[N+](=O)[O-] (4,4,4-trinitrobutyryl chloride). The solvent is C(C)OCC (diethyl ether), N1=CC=CC=C1 (pyridine). Reaction conditions: time 5 minute. The product is [N+](=O)([O-])C(CCC(=O)NNC(C(C(F)(F)F)(F)F)=O)([N+](=O)[O-])[N+](=O)[O-] (N-(4,4,4-trinitrobutyryl)-N'-(perfluoropropionyl)hydrazine). Reaction SMILES: [F:1][C:2]([F:11])([C:7]([F:10])([F:9])[F:8])[C:3]([NH:5][NH2:6])=[O:4].[N+:12]([C:15]([N+:24]([O-:26])=[O:25])([N+:21]([O-:23])=[O:22])[CH2:16][CH2:17][C:18](Cl)=[O:19])([O-:14])=[O:13].Cl.C(=O)(O)[O-].[Na+]>C(OCC)C.N1C=CC=CC=1>[N+:12]([C:15]([N+:21]([O-:23])=[O:22])([N+:24]([O-:26])=[O:25])[CH2:16][CH2:17][C:18]([NH:6][NH:5][C:3](=[O:4])[C:2]([F:11])([F:1])[C:7]([F:8])([F:9])[F:10])=[O:19])([O-:14])=[O:13] |f:3.4|. Procedure: A mixture formed by adding 0.77 g (0.0043 mole) of N-(perfluoropropionyl)hydrazine to a solution of 1.05 g (0.0043 mole) of 4,4,4-trinitrobutyryl chloride in 30 mL of anhydrous diethyl ether was stirred at 20° C during the dropwise addition of 0.35 mL of pyridine. After 5 minutes, dilute hydrochloric acid (10 mL) was added, and the ether layer was separated and dried (MgSO4). Removal of volatiles gave a semisolid which was stirred with dilute sodium bicarbonate to give 1.0 g, mp 105°-118° C. Cry...